Dataset: the Open Reaction Database (ORD), a public repository of structured organic reaction records. Task: describe an organic reaction: reactants, conditions, products, and yield The reactants are C(CCCCCCC)N1CCCC2=C(C(=C(C=C12)C)CC(N)=O)C (1-Octyl-6-carbamoylmethyl-5,7-dimethyl-1,2,3,4-tetrahydroquinoline), C(CC)O (n-propanol), [OH-].[Na+] (NaOH). Solvent: O (water). Run at temperature 130 celsius, time 20 hour. Yields the product C(CCCCCCC)N1CCCC2=C(C(=C(C=C12)C)CC(=O)OCC)C (1-octyl-6-ethoxycarbonylmethyl-5,7-dimethyl-1,2,3,4-tetrahydroquinoline). As a reaction SMILES: [CH2:1]([N:9]1[C:18]2[C:13](=[C:14]([CH3:24])[C:15]([CH2:20][C:21](=[O:23])N)=[C:16]([CH3:19])[CH:17]=2)[CH2:12][CH2:11][CH2:10]1)[CH2:2][CH2:3][CH2:4][CH2:5][CH2:6][CH2:7][CH3:8].[OH-].[Na+].[CH2:27]([OH:30])[CH2:28]C>O>[CH2:1]([N:9]1[C:18]2[C:13](=[C:14]([CH3:24])[C:15]([CH2:20][C:21]([O:30][CH2:27][CH3:28])=[O:23])=[C:16]([CH3:19])[CH:17]=2)[CH2:12][CH2:11][CH2:10]1)[CH2:2][CH2:3][CH2:4][CH2:5][CH2:6][CH2:7][CH3:8] |f:1.2|. Procedure: 1-Octyl-6-carbamoylmethyl-5,7-dimethyl-1,2,3,4-tetrahydroquinoline (2.5 g) was dissolved in n-propanol (50 ml) and a solution of NaOH (3.0 g) in water (30 ml) was added, which was followed by stirring at 130° C. for 20 hr under nitrogen. The organic layer of the reaction mixture was separated and the solvent was evaporated under reduced pressure. The residue was dissolved in water (300 ml) and washed with ethyl acetate (100 ml). The aqueous layer was adjusted to pH 1-2 with 6N hydrochloric acid ... The reactants are CCOC(=O)Cn1c(C)c(Cc2ccccc2S(=O)(=O)N2CCCCC2)c2cc(F)ccc21, C1CCOC1, Cl, [K+], [OH-], O. Product: Cc1c(Cc2ccccc2S(=O)(=O)N2CCCCC2)c2cc(F)ccc2n1CC(=O)O. As a reaction SMILES: [CH2:1]([CH3:2])[O:3][C:4]([CH2:5][n:6]1[c:7]([CH3:32])[c:8]([CH2:16][c:17]2[c:18]([S:23](=[O:24])(=[O:25])[N:26]3[CH2:27][CH2:28][CH2:29][CH2:30][CH2:31]3)[cH:19][cH:20][cH:21][cH:22]2)[c:9]2[cH:10][c:11]([F:15])[cH:12][cH:13][c:14]12)=[O:33].[CH2:37]1[O:38][CH2:39][CH2:40][CH2:41]1.[ClH:36].[K+:35].[OH-:34].[OH2:42]>>[O:3]=[C:4]([CH2:5][n:6]1[c:7]([CH3:32])[c:8]([CH2:16][c:17]2[c:18]([S:23](=[O:24])(=[O:25])[N:26]3[CH2:27][CH2:28][CH2:29][CH2:30][CH2:31]3)[cH:19][cH:20][cH:21][cH:22]2)[c:9]2[cH:10][c:11]([F:15])[cH:12][cH:13][c:14]12)[OH:33].